Dataset: the Open Reaction Database (ORD), a public repository of structured organic reaction records. Task: describe an organic reaction: reactants, conditions, products, and yield Reactants: C(C)(=O)O (acetic acid), O (water), FC1=CC=C(CC2=NOC(C2)(CO)CO)C=C1 (3-(p-fluorobenzyl)-5,5-bis-(hydroxymethyl)-isoxazoline). Reagents/catalysts: O.[Pt](=O)=O (platinum(IV) oxide hydrate). Run in O1CCCC1 (tetrahydrofuran). Conditions: time 5.5 hour. The product is OCC1=COC(=C1)CC1=CC=C(C=C1)F (3-hydroxymethyl-5-(p-fluorobenzyl)-furan). Isolated yield 63.2%. RXN SMILES: [F:1][C:2]1[CH:17]=[CH:16][C:5]([CH2:6][C:7]2[CH2:11][C:10]([CH2:14][OH:15])([CH2:12][OH:13])ON=2)=[CH:4][CH:3]=1.C(O)(=O)C.O>O1CCCC1.O.[Pt](=O)=O>[OH:13][CH2:12][C:10]1[CH:11]=[C:7]([CH2:6][C:5]2[CH:16]=[CH:17][C:2]([F:1])=[CH:3][CH:4]=2)[O:15][CH:14]=1 |f:4.5|. Procedure: 67.9 g of 3-(p-fluorobenzyl)-5,5-bis-(hydroxymethyl)-isoxazoline are taken up in 400 ml of tetrahydrofuran, 80 ml of glacial acetic acid and 40 ml of water, and 1.5 g of platinum(IV) oxide hydrate are added. Hydrogenation is carried out for 5-6 hours at 25°-30° C., a slightly exothermic reaction taking place (cooling). When the absorption of hydrogen is complete, the catalyst is filtered off, the filtrate is evaporated down and the residue is stirred in 400 ml of methylene chloride with 400 ml o... Reactants: CN(C)c1ccncc1, NCc1cc(Cl)cc(Cl)c1, CN1CCC(C(=O)O)(c2ccc(I)cc2)CC1, CN(C)C=O, c1ccncc1. The product is CN1CCC(C(=O)NCc2cc(Cl)cc(Cl)c2)(c2ccc(I)cc2)CC1. RXN SMILES: [CH3:39][N:40]([c:41]1[cH:42][cH:43][n:44][cH:45][cH:46]1)[CH3:47].[Cl:24][c:25]1[cH:26][c:27]([CH2:28][NH2:29])[cH:30][c:31]([Cl:33])[cH:32]1.[I:7][c:8]1[cH:9][cH:10][c:11]([C:14]2([C:21](=[O:22])[OH:23])[CH2:15][CH2:16][N:17]([CH3:20])[CH2:18][CH2:19]2)[cH:12][cH:13]1.[O:34]=[CH:35][N:36]([CH3:37])[CH3:38].[n:1]1[cH:2][cH:3][cH:4][cH:5][cH:6]1>>[I:7][c:8]1[cH:9][cH:10][c:11]([C:14]2([C:21](=[O:23])[NH:29][CH2:28][c:27]3[cH:26][c:25]([Cl:24])[cH:32][c:31]([Cl:33])[cH:30]3)[CH2:15][CH2:16][N:17]([CH3:20])[CH2:18][CH2:19]2)[cH:12][cH:13]1. Reactants: COC(=O)C1(CCNCC1)C (4-methylpiperidine-4-carboxylic acid methyl ester), ClC1=NC=C(C=N1)B(O)O ((2-chloropyrimidin-5-yl)boronic acid), Intermediate 45. The product is COC(=O)C1(CCN(CC1)C1=NC=C(C=N1)B(O)O)C ([2-(4-Methoxycarbonyl-4-methylpiperidin-1-yl)pyrimidin-5-yl]boronic acid). Reaction SMILES: [CH3:1][O:2][C:3]([C:5]1([CH3:11])[CH2:10][CH2:9][NH:8][CH2:7][CH2:6]1)=[O:4].Cl[C:13]1[N:18]=[CH:17][C:16]([B:19]([OH:21])[OH:20])=[CH:15][N:14]=1>>[CH3:1][O:2][C:3]([C:5]1([CH3:11])[CH2:6][CH2:7][N:8]([C:13]2[N:18]=[CH:17][C:16]([B:19]([OH:21])[OH:20])=[CH:15][N:14]=2)[CH2:9][CH2:10]1)=[O:4]. Reported procedure: Prepared from 4-methylpiperidine-4-carboxylic acid methyl ester and (2-chloropyrimidin-5-yl)boronic acid according to the method of Intermediate 45.